This data is from the Open Reaction Database (ORD), a public repository of structured organic reaction records. The task is: describe an organic reaction: reactants, conditions, products, and yield The reactants are CS(=O)(=O)Cl, ClCCl, [Na+], O=C([O-])O, O, CC1CC(O)CN1C(=O)CNC(=O)c1cccc(C(F)(F)F)c1, c1ccncc1. Product: CC1CC(OS(C)(=O)=O)CN1C(=O)CNC(=O)c1cccc(C(F)(F)F)c1. As a reaction SMILES: [CH3:30][S:31]([Cl:32])(=[O:33])=[O:34].[Cl:35][CH2:36][Cl:37].[Na+:42].[O-:38][C:39]([OH:40])=[O:41].[OH2:43].[OH:1][CH:2]1[CH2:3][CH:4]([CH3:23])[N:5]([C:7]([CH2:8][NH:9][C:10]([c:11]2[cH:12][c:13]([C:17]([F:18])([F:19])[F:20])[cH:14][cH:15][cH:16]2)=[O:21])=[O:22])[CH2:6]1.[cH:24]1[cH:25][cH:26][n:27][cH:28][cH:29]1>>[O:1]([CH:2]1[CH2:3][CH:4]([CH3:23])[N:5]([C:7]([CH2:8][NH:9][C:10]([c:11]2[cH:12][c:13]([C:17]([F:18])([F:19])[F:20])[cH:14][cH:15][cH:16]2)=[O:21])=[O:22])[CH2:6]1)[S:31]([CH3:30])(=[O:33])=[O:34]. Reactants: CN1C(=NC(=CC1=O)C1=NC=NC=C1)OC1CN(CCC1)C(=O)OC (methyl 3-(1-methyl-6-oxo-1,6-dihydro-[4,4′]bipyrimidinyl-2-yloxy)piperidine-1-carboxylate), CN1C(=NC(=CC1=O)C1=NC=NC=C1)OC[C@@H]1NCCC1 ((R)-1-methyl-2-(pyrrolidin-2-ylmethoxy)-1H-[4,4′]bipyrimidinyl-6-one), ClC(=O)OC1=CC=CC=C1 (phenyl chloroformate). The product is CC([C@@H]1N(CCC1)C(=O)OC1=CC=CC=C1)OC=1NC(C=C(N1)C1=NC=NC=C1)=O (Phenyl (2R)-2-(1-methyl-6-oxo-1,6-dihydro-[4,4′]bipyrimidinyl-2-yloxymethyl)pyrrolidine-1-carboxylate), solid. Isolated yield 10.0%. As a reaction SMILES: C[N:2]1[C:7](=[O:8])[CH:6]=[C:5]([C:9]2[CH:14]=[CH:13][N:12]=[CH:11][N:10]=2)[N:4]=[C:3]1[O:15][CH:16]1[CH2:21][CH2:20][CH2:19][N:18]([C:22]([O:24][CH3:25])=[O:23])[CH2:17]1.CN1[C:32](=O)[CH:31]=[C:30]([C:34]2[CH:39]=CN=CN=2)N=C1OC[C@H]1CCCN1.Cl[C:48](OC1C=CC=CC=1)=O>>[CH3:21][CH:16]([O:15][C:3]1[NH:2][C:7](=[O:8])[CH:6]=[C:5]([C:9]2[CH:14]=[CH:13][N:12]=[CH:11][N:10]=2)[N:4]=1)[C@H:17]1[CH2:48][CH2:20][CH2:19][N:18]1[C:22]([O:24][C:25]1[CH:39]=[CH:34][CH:30]=[CH:31][CH:32]=1)=[O:23]. Procedure: Phenyl (2R)-2-(1-methyl-6-oxo-1,6-dihydro-[4,4]bipyrimidinyl-2-yloxymethyl)pyrrolidine-1-carboxylate was prepared by the same manner as that of methyl 3-(1-methyl-6-oxo-1,6-dihydro-[4,4′]bipyrimidinyl-2-yloxy)piperidine-1-carboxylate except for utilizing (R)-1-methyl-2-(pyrrolidin-2-ylmethoxy)-1H-[4,4′]bipyrimidinyl-6-one (0.20 g, 0.70 mmol) instead of 1-methyl-2-(piperidine-3-yloxy)-1H-[4,4′]bipyrimidinyl-6-one and phenyl chloroformate (125 μl, 1.0 mmol) instead of methyl chloroformate. Phenyl ... Starting materials: C=C(Br)CBr, Oc1ccccc1S. Yields the product C=C(Br)CSc1ccccc1O. Reaction SMILES: [Br:9][C:10]([CH2:11][Br:12])=[CH2:13].[SH:1][c:2]1[c:3]([OH:8])[cH:4][cH:5][cH:6][cH:7]1>>[S:1]([c:2]1[c:3]([OH:8])[cH:4][cH:5][cH:6][cH:7]1)[CH2:13][C:10]([Br:9])=[CH2:11]. Starting materials: CS(=O)(=O)Cl (methanesulfonyl chloride), CN1CCOCC1 (N-methylmorpholine), NC1=CC=C(C[C@@H](C#N)NC(=O)[C@H]2[C@H](CCCC2)NC(=O)C=2N(C3=CC=CC=C3C2)C)C=C1 (1-methyl-1H-indole-2-carboxylic acid ((1S,2R)-2-{[(S)-(4-amino-benzyl)cyano-methyl]-carbamoyl}cyclohexyl)-amide). Reagents/catalysts: CN(C1=CC=NC=C1)C (4-dimethylaminopyridine). Run in CN(C)C=O (DMF). Conditions: time 8 hour. Product: C(#N)[C@H](CC1=CC=C(C=C1)NS(=O)(=O)C)NC(=O)[C@H]1[C@H](CCCC1)NC(=O)C=1N(C2=CC=CC=C2C1)C (1-methyl-1H-indole-2-carboxylic acid ((1S,2R)-2-{[(S)-cyano-(4-methanesulfonylamino-benzyl)-methyl]-carbamoyl}-cyclohexyl)-amide). The yield is 13.7%. As a reaction SMILES: [NH2:1][C:2]1[CH:33]=[CH:32][C:5]([CH2:6][C@H:7]([NH:10][C:11]([C@@H:13]2[CH2:18][CH2:17][CH2:16][CH2:15][C@@H:14]2[NH:19][C:20]([C:22]2[N:23]([CH3:31])[C:24]3[C:29]([CH:30]=2)=[CH:28][CH:27]=[CH:26][CH:25]=3)=[O:21])=[O:12])[C:8]#[N:9])=[CH:4][CH:3]=1.[CH3:34][S:35](Cl)(=[O:37])=[O:36].CN1CCOCC1>CN(C=O)C.CN(C)C1C=CN=CC=1>[C:8]([C@@H:7]([NH:10][C:11]([C@@H:13]1[CH2:18][CH2:17][CH2:16][CH2:15][C@@H:14]1[NH:19][C:20]([C:22]1[N:23]([CH3:31])[C:24]2[C:29]([CH:30]=1)=[CH:28][CH:27]=[CH:26][CH:25]=2)=[O:21])=[O:12])[CH2:6][C:5]1[CH:4]=[CH:3][C:2]([NH:1][S:35]([CH3:34])(=[O:37])=[O:36])=[CH:33][CH:32]=1)#[N:9]. Procedure details: To 62 mg (0.14 mmol) of 1-methyl-1H-indole-2-carboxylic acid ((1S,2R)-2-{[(S)-(4-amino-benzyl)cyano-methyl]-carbamoyl}cyclohexyl)-amide dissolved in 1 mL DMF was added 16 mg (0.14 mmol) of methanesulfonyl chloride, 2 mg (0.014 mmol) of 4-dimethylaminopyridine, and 0.031 mL (0.28 mmol) of N-methylmorpholine. The reaction mixture was stirred at room temperature overnight, partitioned between ethyl acetate and water, dried over magnesium sulfate, and concentrated. Reverse phase column chromatograph... Starting materials: C(C)OC(=O)C1=NC(=CN=C1Br)C (3-bromo-6-methyl-pyrazine-2-carboxylic acid ethyl ester), CC1=NC=CC(=C1)N (2-methyl-pyridin-4-ylamine). Yields the product CC1=NC=CC(=C1)NC(=O)C1=NC(=CN=C1Br)C (3-Bromo-6-methyl-pyrazine-2-carboxylic acid (2-methyl-pyridin-4-yl)-amide). As a reaction SMILES: C(O[C:4]([C:6]1[C:11]([Br:12])=[N:10][CH:9]=[C:8]([CH3:13])[N:7]=1)=[O:5])C.[CH3:14][C:15]1[CH:20]=[C:19]([NH2:21])[CH:18]=[CH:17][N:16]=1>>[CH3:14][C:15]1[CH:20]=[C:19]([NH:21][C:4]([C:6]2[C:11]([Br:12])=[N:10][CH:9]=[C:8]([CH3:13])[N:7]=2)=[O:5])[CH:18]=[CH:17][N:16]=1. Reported procedure: The title compound, MS: m/e=307.2 (M+H+), was prepared in accordance with the general method of example 1, step 2 from 3-bromo-6-methyl-pyrazine-2-carboxylic acid ethyl ester and 2-methyl-pyridin-4-ylamine (Example B).